This data is from the Open Reaction Database (ORD), a public repository of structured organic reaction records. The task is: describe an organic reaction: reactants, conditions, products, and yield Reactants: BrBr (bromine), S1C=CC2=NC(=C(C=C21)C(=O)OC)C(=O)OC (dimethyl thieno[3,2-b]pyridine-5,6-dicarboxylate), C(C)(=O)[O-].[Na+] (sodium acetate), BrBr (bromine), C(C)(=O)[O-].[Na+] (sodium acetate), S([O-])(O)=O.[Na+] (sodium bisulfite), BrBr (Bromine). Solvent: C(C)(=O)O (acetic acid), C(C)(=O)OCC (ethyl acetate), C(C)(=O)O (acetic acid), C(C)(=O)O (acetic acid). Reaction conditions: temperature 85 celsius, time 8 hour. Product: BrC1=CSC=2C1=NC(=C(C2)C(=O)OC)C(=O)OC (dimethyl 3-bromothieno[ 3,2-b]pyridine-5,6-dicarboxylate). RXN SMILES: [Br:1]Br.[S:3]1[C:11]2[C:6](=[N:7][C:8]([C:16]([O:18][CH3:19])=[O:17])=[C:9]([C:12]([O:14][CH3:15])=[O:13])[CH:10]=2)[CH:5]=[CH:4]1.C([O-])(=O)C.[Na+].S(=O)(O)[O-].[Na+]>C(O)(=O)C.C(OCC)(=O)C>[Br:1][C:5]1[C:6]2=[N:7][C:8]([C:16]([O:18][CH3:19])=[O:17])=[C:9]([C:12]([O:14][CH3:15])=[O:13])[CH:10]=[C:11]2[S:3][CH:4]=1 |f:2.3,4.5|. Procedure: A solution of bromine (20 g, 0.125 mol) in acetic acid (50 mL) is added dropwise over three hours to a solution of dimethyl thieno[3,2-b]pyridine-5,6-dicarboxylate, (26.3 g, 0.104 mol), containing sodium acetate (17.2 g, 0.2 mol) in acetic acid (300 mL) at 85° C. Additional sodium acetate (18 g) and bromine (20 g) in acetic acid (50 mL) is added over an hour and the mixture stirred at 85° C. overnight. Bromine (10 g) is added in one portion then left at 85° C. for four hours. The mixture is cool... Starting materials: BrB(Br)Br, COc1ccc2ccc3ncc(Cl)cc3c(=O)c2c1F, ClCCl, [Na+], O=C([O-])O. The product is O=c1c2cc(Cl)cnc2ccc2ccc(O)c(F)c12. Reaction SMILES: [B:21]([Br:22])([Br:23])[Br:24].[Cl:1][c:2]1[cH:3][c:4]2[c:5]([n:6][cH:7]1)[cH:8][cH:9][c:10]1[c:11]([c:12]2=[O:13])[c:14]([F:20])[c:15]([O:18][CH3:19])[cH:16][cH:17]1.[Cl:30][CH2:31][Cl:32].[Na+:29].[O-:25][C:26]([OH:27])=[O:28]>>[Cl:1][c:2]1[cH:3][c:4]2[c:5]([n:6][cH:7]1)[cH:8][cH:9][c:10]1[c:11]([c:12]2=[O:13])[c:14]([F:20])[c:15]([OH:18])[cH:16][cH:17]1.